Dataset: the Open Reaction Database (ORD), a public repository of structured organic reaction records. Task: describe an organic reaction: reactants, conditions, products, and yield Starting materials: ON=Cc1cccc(OC(F)F)c1, C1CCOC1. Yields the product N#Cc1cccc(OC(F)F)c1. Reaction SMILES: [F:1][CH:2]([O:3][c:4]1[cH:5][c:6]([CH:7]=[N:8][OH:9])[cH:10][cH:11][cH:12]1)[F:13].[O:14]1[CH2:15][CH2:16][CH2:17][CH2:18]1>>[F:1][CH:2]([O:3][c:4]1[cH:5][c:6]([C:7]#[N:8])[cH:10][cH:11][cH:12]1)[F:13]. Starting materials: NC1=NC=C(C=C1)Br (2-amino-5-bromopyridine), C(C)(C)N(CC)C(C)C (diisopropylethylamine), ClC(=O)OCC1=CC=CC=C1 (benzyl chloroformate). Run in C(Cl)(Cl)Cl (chloroform), C(Cl)(Cl)Cl (chloroform). Conditions: time 15 minute. The product is C(C1=CC=CC=C1)OC(NC1=NC=C(C=C1)Br)=O ((5-Bromo-pyridin-2-yl)-carbamic acid benzyl ester). As a reaction SMILES: [NH2:1][C:2]1[CH:7]=[CH:6][C:5]([Br:8])=[CH:4][N:3]=1.C(N(C(C)C)CC)(C)C.Cl[C:19]([O:21][CH2:22][C:23]1[CH:28]=[CH:27][CH:26]=[CH:25][CH:24]=1)=[O:20]>C(Cl)(Cl)Cl>[CH2:22]([O:21][C:19](=[O:20])[NH:1][C:2]1[CH:7]=[CH:6][C:5]([Br:8])=[CH:4][N:3]=1)[C:23]1[CH:28]=[CH:27][CH:26]=[CH:25][CH:24]=1. Reported procedure: A solution of 2-amino-5-bromopyridine (6.92 g, 40 mmol) and 6.22 g (48 mmol) of diisopropylethylamine in 50 mL of chloroform was added dropwise to a solution of 8.19 g (48 mmol) of benzyl chloroformate in 20 mL of chloroform at about 0° C., with stirring. A voluminous white precipitate formed. After about 15 minutes, the mixture was filtered and the precipitate was washed three times with chloroform and dried to give 2.70 g of the title product, mp 184° C. (dec) (recrystallization solvent=2-prop...